Dataset: the Open Reaction Database (ORD), a public repository of structured organic reaction records. Task: describe an organic reaction: reactants, conditions, products, and yield Reactants: C(C)(C)(C)OC(=O)N1CC(CC1)C=1SC=C(N1)COC1=CC=C(C=C1)N1N=NN=C1 (3-[4-(4-Tetrazol-1-yl-phenoxymethyl)-thiazol-2-yl]-pyrrolidine-1-carboxylic acid tert-butyl ester), Cl (HCl). Run in ClCCl (dichloromethane), CO (methanol), O1CCOCC1 (dioxane). Run at time 30 minute. Product: N1CC(CC1)C=1SC=C(N1)COC1=CC=C(C=C1)N1N=NN=C1 (1-[4-(2-Pyrrolidin-3-yl-thiazol-4-ylmethoxy)-phenyl]-1H-tetrazole), Cl (HCl). RXN SMILES: C(OC([N:8]1[CH2:12][CH2:11][CH:10]([C:13]2[S:14][CH:15]=[C:16]([CH2:18][O:19][C:20]3[CH:25]=[CH:24][C:23]([N:26]4[CH:30]=[N:29][N:28]=[N:27]4)=[CH:22][CH:21]=3)[N:17]=2)[CH2:9]1)=O)(C)(C)C.[ClH:31]>ClCCl.CO.O1CCOCC1>[NH:8]1[CH2:12][CH2:11][CH:10]([C:13]2[S:14][CH:15]=[C:16]([CH2:18][O:19][C:20]3[CH:21]=[CH:22][C:23]([N:26]4[CH:30]=[N:29][N:28]=[N:27]4)=[CH:24][CH:25]=3)[N:17]=2)[CH2:9]1.[ClH:31]. Reported procedure: A solution of 3-[4-(4-Tetrazol-1-yl-phenoxymethyl)-thiazol-2-yl]-pyrrolidine-1-carboxylic acid tert-butyl ester (from Example 102) (411 mg, 0.959 mmol) in dichloromethane (10 mL) and methanol (2 mL) were treated with 1 mL of 4N HCl in dioxane. The resulting solution was stirred at room temperature for 30 minutes. The solvents were removed in vacuo to afford the desired product as an HCl salt.